Dataset: the Open Reaction Database (ORD), a public repository of structured organic reaction records. Task: describe an organic reaction: reactants, conditions, products, and yield The reactants are O1C(CCCC1)OCC#CC(COC1=CC=C(C=C1)F)OC(C)=O (1-(2-Tetrahydropyranyloxy)-4-acetoxy-5-(4-fluorophenoxy)-2-pentyne), [H][H] (hydrogen). Reagents/catalysts: [Pd] (Palladium on carbon). Solvent: C(C)(=O)OCC (ethyl acetate). Yields the product O1C(CCCC1)OCCCC(COC1=CC=C(C=C1)F)OC(C)=O (1-(2-Tetrahydropyranyloxy)-4-acetoxy-5-(4-fluorophenoxy) pentane). Reaction SMILES: [O:1]1[CH2:6][CH2:5][CH2:4][CH2:3][CH:2]1[O:7][CH2:8][C:9]#[C:10][CH:11]([O:21][C:22](=[O:24])[CH3:23])[CH2:12][O:13][C:14]1[CH:19]=[CH:18][C:17]([F:20])=[CH:16][CH:15]=1.[H][H]>C(OCC)(=O)C.[Pd]>[O:1]1[CH2:6][CH2:5][CH2:4][CH2:3][CH:2]1[O:7][CH2:8][CH2:9][CH2:10][CH:11]([O:21][C:22](=[O:24])[CH3:23])[CH2:12][O:13][C:14]1[CH:15]=[CH:16][C:17]([F:20])=[CH:18][CH:19]=1. Procedure details: 1-(2-Tetrahydropyranyloxy)-4-acetoxy-5-(4-fluorophenoxy)-2-pentyne (13.4 g.; 0.04 mole) is dissolved in ethyl acetate (100 ml.). 5% Palladium on carbon is added and the mixture is hydrogenated on the Parr apparatus at an initial pressure of 41 lbs./in2 and 25°. When 0.08 mole of hydrogen is absorbed, the catalyst is removed by filtration and the solvent is evaporated under vacuum to give the title compound as a light orange residual oil, yield 12.90 g. Reported procedure: In 2 ml of methanol was dissolved 0.418 g of (E)-4-[2-[1-(3-phenylpropan-1-yl)piperidin-4-ylmethanesulfonyl]vinyl]-5-thia-1,8b-diazaacenaphthylene, followed by addition of a stoichiometric excess of methanolic hydrochloric acid, and the mixture was stirred for 10 minutes. This reaction mixture was concentrated and crystallized from ethanol-diethyl ether to provide the title compound. Product: Cl.Cl.C1(=CC=CC=C1)CCCN1CCC(CC1)CS(=O)(=O)/C=C/C1=CC2=CN=C3C=CC=C(S1)N32 ((E)-4-[2-[1-(3-phenylpropan-1-yl)-piperidin-4-ylmethanesulfonyl]vinyl]-5-thia-1,8b-diazaacenaphthylene dihydrochloride). Conditions: time 10 minute. Reaction SMILES: [C:1]1([CH2:7][CH2:8][CH2:9][N:10]2[CH2:15][CH2:14][CH:13]([CH2:16][S:17](/[CH:20]=[CH:21]/[C:22]3[S:32][C:31]4[N:33]5[C:24](=[CH:25][N:26]=[C:27]5[CH:28]=[CH:29][CH:30]=4)[CH:23]=3)(=[O:19])=[O:18])[CH2:12][CH2:11]2)[CH:6]=[CH:5][CH:4]=[CH:3][CH:2]=1.[ClH:34]>CO>[ClH:34].[ClH:34].[C:1]1([CH2:7][CH2:8][CH2:9][N:10]2[CH2:11][CH2:12][CH:13]([CH2:16][S:17](/[CH:20]=[CH:21]/[C:22]3[S:32][C:31]4[N:33]5[C:24](=[CH:25][N:26]=[C:27]5[CH:28]=[CH:29][CH:30]=4)[CH:23]=3)(=[O:19])=[O:18])[CH2:14][CH2:15]2)[CH:2]=[CH:3][CH:4]=[CH:5][CH:6]=1 |f:3.4.5|. The solvent is CO (methanol). Reactants: C1(=CC=CC=C1)CCCN1CCC(CC1)CS(=O)(=O)/C=C/C1=CC2=CN=C3C=CC=C(S1)N32 ((E)-4-[2-[1-(3-phenylpropan-1-yl)piperidin-4-ylmethanesulfonyl]vinyl]-5-thia-1,8b-diazaacenaphthylene), Cl (hydrochloric acid). The reactants are C1COC2(CCC(CC2)=O)O1 (1,4-cyclohexanedione monoethylene ketal), FC=1C=C(C=CC1F)[Mg]Br (3,4-difluorophenyl magnesium bromide). Product: FC=1C=C(C=CC1F)C1(CCC2(OCCO2)CC1)O (8-(3,4-Difluorophenyl)-1,4-dioxaspiro[4.5]decan-8-ol). The yield is 42.0%. As a reaction SMILES: [CH2:1]1[O:11][C:4]2([CH2:9][CH2:8][C:7](=[O:10])[CH2:6][CH2:5]2)[O:3][CH2:2]1.[F:12][C:13]1[CH:14]=[C:15]([Mg]Br)[CH:16]=[CH:17][C:18]=1[F:19]>>[F:12][C:13]1[CH:14]=[C:15]([C:7]2([OH:10])[CH2:6][CH2:5][C:4]3([O:3][CH2:2][CH2:1][O:11]3)[CH2:9][CH2:8]2)[CH:16]=[CH:17][C:18]=1[F:19]. Reported procedure: This compound was prepared from 1,4-cyclohexanedione monoethylene ketal (15.6 g, 100 mmole) and 3,4-difluorophenyl magnesium bromide (100 mmole) in the usual manner. The crude product was crystallized from isopropyl ether to give the product (42%, mp: 118°-120° C.). Reactants: CN=C(NC#N)SC, NCCN, NCCNCc1nccs1. Product: CNC(=NCCNCc1nccs1)NC#N. As a reaction SMILES: [C:15](#[N:16])[NH:17][C:18]([S:19][CH3:20])=[N:21][CH3:22].[NH2:1][CH2:2][CH2:3][NH2:4].[s:5]1[c:6]([CH2:10][NH:11][CH2:12][CH2:13][NH2:14])[n:7][cH:8][cH:9]1>>[s:5]1[c:6]([CH2:10][NH:11][CH2:12][CH2:13][N:14]=[C:18]([NH:17][C:15]#[N:16])[NH:21][CH3:22])[n:7][cH:8][cH:9]1. Starting materials: ClC1=NC=C(C(=O)NCC2=CC(=CC=C2)OC)C=C1 (6-chloro-N-(3-methoxybenzyl)nicotinamide), ClC1=NC=C(C(=O)NCC2=CC(=CC=C2)OC)C=C1 (6-chloro-N-(3-methoxybenzyl)nicotinamide), CC1=C(C=C(C(=O)NC=2SC=CN2)C=C1)B1OC(C(O1)(C)C)(C)C (4-methyl-3-(4,4,5,5-tetramethyl-[1,3,2]dioxaborolan-2-yl)-N-(thiazol-2-yl)-benzamide), CC1=C(C=C(C(=O)NC=2SC=CN2)C=C1)B1OC(C(O1)(C)C)(C)C (4-methyl-3-(4,4,5,5-tetramethyl-[1,3,2]dioxaborolan-2-yl)-N-(thiazol-2-yl)-benzamide). Yields the product COC=1C=C(CNC(C2=CN=C(C=C2)C2=C(C=CC(=C2)C(NC=2SC=CN2)=O)C)=O)C=CC1 (N-(3-Methoxybenzyl)-6-[2-methyl-5-(thiazol-2-ylcarbamoyl)-phenyl]-nicotinamide). RXN SMILES: Cl[C:2]1[CH:19]=[CH:18][C:5]([C:6]([NH:8][CH2:9][C:10]2[CH:15]=[CH:14][CH:13]=[C:12]([O:16][CH3:17])[CH:11]=2)=[O:7])=[CH:4][N:3]=1.[CH3:20][C:21]1[CH:34]=[CH:33][C:24]([C:25]([NH:27][C:28]2[S:29][CH:30]=[CH:31][N:32]=2)=[O:26])=[CH:23][C:22]=1B1OC(C)(C)C(C)(C)O1>>[CH3:17][O:16][C:12]1[CH:11]=[C:10]([CH:15]=[CH:14][CH:13]=1)[CH2:9][NH:8][C:6](=[O:7])[C:5]1[CH:18]=[CH:19][C:2]([C:22]2[CH:23]=[C:24]([C:25](=[O:26])[NH:27][C:28]3[S:29][CH:30]=[CH:31][N:32]=3)[CH:33]=[CH:34][C:21]=2[CH3:20])=[N:3][CH:4]=1. Reported procedure: N-(3-Methoxybenzyl)-6-[2-methyl-5-(thiazol-2-ylcarbamoyl)-phenyl]-nicotinamide was prepared from 6-chloro-N-(3-methoxybenzyl)nicotinamide (Intermediate 3) and 4-methyl-3-(4,4,5,5-tetramethyl-[1,3,2]dioxaborolan-2-yl)-N-(thiazol-2-yl)-benzamide (Intermediate 11) using General Method B. LCMS: retention time 3.20 min, MH 459. NMR: δH [2H6]-DMSO 12.71,(1H, b), 9.31,(1H, t), 9.17,(1H, d), 8.39,(1H, dd), 8.22,(1H, s), 8.07,(1H, d), 7.83,(1H, d), 7.57,(1H, d), 7.52,(1H, d), 7.29-7.25,(2H, m), 6.94,(2H,... Starting materials: C1CCC2=NCCCN2CC1 (DBU), COC=1C=C2C(CC(C2=CC1)=O)Br (5-methoxy-3-bromo-1-indanone), C1CCOC1 (THF). Reaction conditions: temperature -10 celsius, time 20 minute. Yields the product COC=1C=CC=2C(C3C(CNC3)C2C1)C (5-Methoxy-8-methyl-1,2,3,3a,8,8a-hexahydroindeno[1,2-c]pyrrole). Reaction SMILES: C1CCN2[C:4](=[N:5][CH2:6]CC2)CC1.[CH3:12][O:13][C:14]1[CH:15]=[C:16]2[C:20](=[CH:21][CH:22]=1)[C:19](=O)[CH2:18][CH:17]2Br.[CH2:25]1COCC1>>[CH3:12][O:13][C:14]1[CH:22]=[CH:21][C:20]2[CH:19]([CH3:25])[CH:18]3[CH2:6][NH:5][CH2:4][CH:17]3[C:16]=2[CH:15]=1. Procedure: DBU (9.2 mL, 61.7 mmol) was added to a solution of 5-methoxy-3-bromo-1-indanone (14.8 g, 61.7 mmol) in THF (100 mL) at −10° C. dropwise over 10 minutes. The resulting solution was stirred at −10° C. for 20 minutes, quenched via addition of saturated aqueous NH4Cl (100 mL), and extracted with EtOAc (3×100 mL). The combined organic extracts were washed with brine (100 mL), dried over MgSO4, and concentrated. The crude product was purified by column chromatography (SiO2) using a 0-35% ethyl acetate... Reactants: CCOC(=O)c1cc2c(-c3ccccc3)nc(N)nc2s1, CCO, [Na+], [OH-], O. Yields the product Nc1nc(-c2ccccc2)c2cc(C(=O)O)sc2n1. Reaction SMILES: [CH2:3]([CH3:4])[O:5][C:6](=[O:7])[c:8]1[cH:9][c:10]2[c:11]([n:12][c:13]([NH2:22])[n:14][c:15]2-[c:16]2[cH:17][cH:18][cH:19][cH:20][cH:21]2)[s:23]1.[CH3:24][CH2:25][OH:26].[Na+:2].[OH-:1].[OH2:27]>>[O:5]=[C:6]([OH:7])[c:8]1[cH:9][c:10]2[c:11]([n:12][c:13]([NH2:22])[n:14][c:15]2-[c:16]2[cH:17][cH:18][cH:19][cH:20][cH:21]2)[s:23]1. Reactants: N(=NC(=O)OC(C)C)C(=O)OC(C)C (Diisopropyl azodicarboxylate), COCCC=1N(C2=C(C=NC=3C=C(C=CC23)O)N1)CCC (2-(2-methoxyethyl)-1-propyl-1H-imidazo[4,5-c]quinolin-7-ol), C1(=CC=CC=C1)P(C1=CC=CC=C1)C1=CC=CC=C1 (triphenylphosphine), CSCCCO (3-(methylthio)propan-1-ol), COCCC=1N(C2=C(C=NC=3C=C(C=CC23)O)N1)CCC (2-(2-methoxyethyl)-1-propyl-1H-imidazo[4,5-c]quinolin-7-ol), C(C1=CC=CC=C1)OC1=CC=C(N)C=C1 (4-benzyloxyaniline), C(C)OCC(=O)Cl (ethoxyacetyl chloride), C(C1=CC=CC=C1)OC=1C=C(N)C=CC1 (3-benzyloxyaniline), COCCC(=O)Cl (3-methoxypropanoyl chloride). Run in O1CCCC1 (tetrahydrofuran). Reaction conditions: temperature 0 celsius, time 30 minute. The product is COCCC=1N(C2=C(C=NC=3C=C(C=CC23)OCCCSC)N1)CCC (2-(2-methoxyethyl)-7-[3-(methylthio)propoxy]-1-propyl-1H-imidazo[4,5-c]quinoline). RXN SMILES: [CH3:1][O:2][CH2:3][CH2:4][C:5]1[N:6]([CH2:19][CH2:20][CH3:21])[C:7]2[C:16]3[CH:15]=[CH:14][C:13]([OH:17])=[CH:12][C:11]=3[N:10]=[CH:9][C:8]=2[N:18]=1.C(OC1C=C(C=CC=1)N)C1C=CC=CC=1.COCCC(Cl)=O.C(OC1C=CC(N)=CC=1)C1C=CC=CC=1.C(OCC(Cl)=O)C.N(C(OC(C)C)=O)=NC(OC(C)C)=O.C1(P(C2C=CC=CC=2)C2C=CC=CC=2)C=CC=CC=1.[CH3:99][S:100][CH2:101][CH2:102][CH2:103]O>O1CCCC1>[CH3:1][O:2][CH2:3][CH2:4][C:5]1[N:6]([CH2:19][CH2:20][CH3:21])[C:7]2[C:16]3[CH:15]=[CH:14][C:13]([O:17][CH2:103][CH2:102][CH2:101][S:100][CH3:99])=[CH:12][C:11]=3[N:10]=[CH:9][C:8]=2[N:18]=1. Procedure: A modification on the methods described in Parts A-H of Example 2 were used to prepare 2-(2-methoxyethyl)-1-propyl-1H-imidazo[4,5-c]quinolin-7-ol, with 3-benzyloxyaniline and 3-methoxypropanoyl chloride used in lieu of 4-benzyloxyaniline and ethoxyacetyl chloride, respectively. Diisopropyl azodicarboxylate (2.07 mL, 10.5 mmol) was added dropwise to a slurry of 2-(2-methoxyethyl)-1-propyl-1H-imidazo[4,5-c]quinolin-7-ol (2.00 g, 7.01 mmol), triphenylphosphine (2.75 g, 10.5 mmol), and 3-(methylthio...